From a dataset of the Open Reaction Database (ORD), a public repository of structured organic reaction records. describe an organic reaction: reactants, conditions, products, and yield Reactants: C[C@@H](CCC)OC1=NC(=C2N=C(N(C2=N1)CCCNCC1OCCC1)OC)N (2-{[(1S)-1-methylbutyl]oxy}-8-(methyloxy)-9-{3-[(tetrahydro-2-furanylmethyl)amino]propyl}-9H-purin-6-amine), FC(C(=O)O)(F)F.C(CCC)NC1=NC(=C2N=C(NC2=N1)OC)N (N2-butyl-8-methoxy-9H-purine-2,6-diamine trifluoroacetic acid salt), BrCCCBr (1,3-dibromopropane), O1C(CCC1)CCN ([2-(tetrahydro-2-furanyl)ethyl]amine). The product is C(CCC)NC1=NC(=C2N=C(N(C2=N1)CCCNCCC1OCCC1)OC)N (N2-Butyl-8-(methyloxy)-9-(3-{[2-(tetrahydro-2-furanyl)ethyl]amino}propyl)-9H-purine-2,6-diamine). Reaction SMILES: C[C@H](O[C:7]1[N:15]=[C:14]2[C:10]([N:11]=[C:12]([O:26][CH3:27])[N:13]2[CH2:16][CH2:17][CH2:18][NH:19][CH2:20][CH:21]2[CH2:25][CH2:24][CH2:23]O2)=[C:9]([NH2:28])[N:8]=1)CCC.FC(F)(F)[C:31]([OH:33])=O.[CH2:36]([NH:40]C1N=C2C(N=C(OC)N2)=C(N)N=1)[CH2:37][CH2:38][CH3:39].BrCCCBr.O1CCCC1CCN>>[CH2:36]([NH:40][C:7]1[N:15]=[C:14]2[C:10]([N:11]=[C:12]([O:26][CH3:27])[N:13]2[CH2:16][CH2:17][CH2:18][NH:19][CH2:20][CH2:21][CH:25]2[CH2:24][CH2:23][CH2:31][O:33]2)=[C:9]([NH2:28])[N:8]=1)[CH2:37][CH2:38][CH3:39] |f:1.2|. Reported procedure: Prepared similarly to Intermediate 26 from N2-butyl-8-methoxy-9H-purine-2,6-diamine trifluoroacetic acid salt, 1,3-dibromopropane, and [2-(tetrahydro-2-furanyl)ethyl]amine.